From a dataset of the Open Reaction Database (ORD), a public repository of structured organic reaction records. describe an organic reaction: reactants, conditions, products, and yield The reactants are C(C)(C)NCCOC1=C(C=C(C=C1C)[N+](=O)[O-])C (N-isopropyl-[2-(2,6-dimethyl-4-nitrophenoxy)]ethylamine). Reagents/catalysts: [C].[Pd] (palladium carbon). Run in CO (methanol). The product is C(C)(C)NCCOC1=C(C=C(N)C=C1C)C (4-[2-(isopropylamino) ethoxy]3,5-dimethylaniline). Yield: 99.0%. As a reaction SMILES: [CH:1]([NH:4][CH2:5][CH2:6][O:7][C:8]1[C:13]([CH3:14])=[CH:12][C:11]([N+:15]([O-])=O)=[CH:10][C:9]=1[CH3:18])([CH3:3])[CH3:2]>CO.[C].[Pd]>[CH:1]([NH:4][CH2:5][CH2:6][O:7][C:8]1[C:13]([CH3:14])=[CH:12][C:11]([NH2:15])=[CH:10][C:9]=1[CH3:18])([CH3:3])[CH3:2] |f:2.3|. Procedure: N-isopropyl-[2-(2,6-dimethyl-4-nitrophenoxy)]ethylamine (5.5 g) solution in methanol (70 ml) was subjected to hydrogenation reaction with 10% palladium carbon catalyst at ambient pressure. After completion of hydrogenation reaction, catalyst was removed by filtration. Filtrate was concentrated to obtain 4-[2-(isopropylamino) ethoxy]3,5-dimethylaniline (4.80 g) as pale brownish oil. Reactants: CNN (methyl hydrazine), C([O-])([O-])=O.[K+].[K+] (potassium carbonate), C(C=C)N(C/C=C/COC1=CC(=C(C=C1F)C(=O)C1=CC=C(C=C1)Br)F)C ((E)-[4-[4-(allyl-methyl-amino)-but-2-enyloxy]-2,5-difluoro-phenyl]-(4-bromo-phenyl)-methanone). Solvent: CC(=O)N(C)C (DMA), CC(=O)N(C)C (DMA). Product: C(C=C)N(C)C\C=C\COC1=C(C=C2C(=NN(C2=C1)C)C1=CC=C(C=C1)Br)F ((E)-allyl-[4-[3-(4-bromo-phenyl)-5-fluoro-1-methyl-1H-indazol-6-yloxy]-but-2-enyl]-methyl-amine). As a reaction SMILES: [CH3:1][NH:2][NH2:3].C(=O)([O-])[O-].[K+].[K+].[CH2:10]([N:13]([CH3:36])[CH2:14]/[CH:15]=[CH:16]/[CH2:17][O:18][C:19]1[C:24]([F:25])=[CH:23][C:22]([C:26]([C:28]2[CH:33]=[CH:32][C:31]([Br:34])=[CH:30][CH:29]=2)=O)=[C:21](F)[CH:20]=1)[CH:11]=[CH2:12]>CC(N(C)C)=O>[CH2:10]([N:13]([CH2:14]/[CH:15]=[CH:16]/[CH2:17][O:18][C:19]1[CH:20]=[C:21]2[C:22]([C:26]([C:28]3[CH:33]=[CH:32][C:31]([Br:34])=[CH:30][CH:29]=3)=[N:3][N:2]2[CH3:1])=[CH:23][C:24]=1[F:25])[CH3:36])[CH:11]=[CH2:12] |f:1.2.3|. Procedure: A mixture of 0.53 ml of methyl hydrazine and 0.17 g of potassium carbonate is stirred in 5 ml of DMA at room temperature. After the addition of 0.44 g of (E)-[4-[4-(allyl-methyl-amino)-but-2-enyloxy]-2,5-difluoro-phenyl]-(4-bromo-phenyl)-methanone in 5 ml of DMA the mixture is boiled at 120° C. After filtration the filtrate is concentrated at 80° C./0.3 Torr, taken up in methylene chloride, filtered over sodium sulphate and concentrated. The residue consisting of the title compound is dissolved ... Reactants: FC=1C=C(C=CC1)B(O)O ((3-fluorophenyl)boronic acid), C1(CCCCC1)P(C1=C(C=CC=C1)C1=C(C=CC=C1OC)OC)C1CCCCC1 (dicyclohexyl(2′,6′-dimethoxy-[1,1′-biphenyl]-2-yl)phosphine), chloro(2-dicyclohexylphosphino-2′,6′-dimethoxy-1,1′-biphenyl)[2-(2-aminoethylphenyl)]palladium(ii) dichloromethane, ClC1=NC=CC2=CC(=CC=C12)S(=O)(=O)NC1=NC=NC=C1 (1-chloro-N-(pyrimidin-4-yl)isoquinoline-6-sulfonamide), ClC1=CC=C(C=C1)B(O)O ((4-chlorophenyl)boronic acid), C([O-])([O-])=O.[K+].[K+] (potassium carbonate). Reagents/catalysts: C=1C=CC(=CC1)[P](C=2C=CC=CC2)(C=3C=CC=CC3)[Pd]([P](C=4C=CC=CC4)(C=5C=CC=CC5)C=6C=CC=CC6)([P](C=7C=CC=CC7)(C=8C=CC=CC8)C=9C=CC=CC9)[P](C=1C=CC=CC1)(C=1C=CC=CC1)C=1C=CC=CC1 (Pd(Ph3P)4). Run in C(C)(=O)OCC (ethyl acetate). Yields the product FC=1C=C(C=CC1)C1=CC=C(C=C1)C1=NC=CC2=CC(=CC=C12)S(=O)(=O)NC1=NC=NC=C1 (1-(3′-fluoro-[1,1′-biphenyl]-4-yl)-N-(pyrimidin-4-yl)isoquinoline-6-sulfonamide). RXN SMILES: Cl[C:2]1[C:11]2[C:6](=[CH:7][C:8]([S:12]([NH:15][C:16]3[CH:21]=[CH:20][N:19]=[CH:18][N:17]=3)(=[O:14])=[O:13])=[CH:9][CH:10]=2)[CH:5]=[CH:4][N:3]=1.Cl[C:23]1[CH:28]=[CH:27][C:26](B(O)O)=[CH:25][CH:24]=1.C(=O)([O-])[O-].[K+].[K+].[F:38][C:39]1[CH:40]=[C:41](B(O)O)[CH:42]=[CH:43][CH:44]=1.C1(P(C2CCCCC2)C2C=CC=CC=2C2C(OC)=CC=CC=2OC)CCCCC1>C(OCC)(=O)C.C1C=CC([P]([Pd]([P](C2C=CC=CC=2)(C2C=CC=CC=2)C2C=CC=CC=2)([P](C2C=CC=CC=2)(C2C=CC=CC=2)C2C=CC=CC=2)[P](C2C=CC=CC=2)(C2C=CC=CC=2)C2C=CC=CC=2)(C2C=CC=CC=2)C2C=CC=CC=2)=CC=1>[F:38][C:39]1[CH:40]=[C:41]([C:23]2[CH:28]=[CH:27][C:26]([C:2]3[C:11]4[C:6](=[CH:7][C:8]([S:12]([NH:15][C:16]5[CH:21]=[CH:20][N:19]=[CH:18][N:17]=5)(=[O:14])=[O:13])=[CH:9][CH:10]=4)[CH:5]=[CH:4][N:3]=3)=[CH:25][CH:24]=2)[CH:42]=[CH:43][CH:44]=1 |f:2.3.4,^1:86,88,107,126|. Procedure details: A vial was charged with 1-chloro-N-(pyrimidin-4-yl)isoquinoline-6-sulfonamide (0.075 g, 0.234 mmol), (4-chlorophenyl)boronic acid (0.040 g, 0.257 mmol), Pd(Ph3P)4 (0.027 g, 0.023 mmol), and potassium carbonate (0.097 g, 0.701 mmol). The vial was flushed with Ar (g), then 1,4-dioxane (0.877 ml) and Water (0.292 ml) were added in sequence. The vial was sealed and microwaved at 100° C. for 30 minutes. (3-fluorophenyl)boronic acid (0.065 g, 0.468 mmol), dicyclohexyl(2′,6′-dimethoxy-[1,1′-biphenyl]-2... Reactants: C([O-])([O-])=O.[K+].[K+] (potassium carbonate), Cl.ClCCN1CCCCC1 (1-(2 chloroethyl) piperidine hydrochloride), ClC=1C=C(C=CC1Cl)N1N=C(N=C1C)O (1-(3,4-Dichlorophenyl)-5-methyl-1H-1,2,4-triazole-3-ol). Run in O (water), O (water), CO (methanol). Reaction conditions: time 8 hour. Product: ClC=1C=C(C=CC1Cl)N1N=C(N=C1C)OCCN1CCCCC1 (1-{2-[1-(3,4-dichlorophenyl)-5-methyl-1H-1,2,4-triazol-3-yloxy]ethyl}piperidine). Yield: 20.6%. RXN SMILES: [Cl:1][C:2]1[CH:3]=[C:4]([N:9]2[C:13]([CH3:14])=[N:12][C:11]([OH:15])=[N:10]2)[CH:5]=[CH:6][C:7]=1[Cl:8].C(=O)([O-])[O-].[K+].[K+].Cl.Cl[CH2:24][CH2:25][N:26]1[CH2:31][CH2:30][CH2:29][CH2:28][CH2:27]1>CO.O>[Cl:1][C:2]1[CH:3]=[C:4]([N:9]2[C:13]([CH3:14])=[N:12][C:11]([O:15][CH2:24][CH2:25][N:26]3[CH2:31][CH2:30][CH2:29][CH2:28][CH2:27]3)=[N:10]2)[CH:5]=[CH:6][C:7]=1[Cl:8] |f:1.2.3,4.5|. Reported procedure: 1-(3,4-Dichlorophenyl)-5-methyl-1H-1,2,4-triazole-3-ol (0.41 mmol) was dissolved in methanol (150 mL) at room temperature. A solution of potassium carbonate in water (30 mL) was added dropwise until pH 9. After 15 min under stirring a solution of 1-(2 chloroethyl) piperidine hydrochloride (0.62 mmol) in water (100 mL) was added. The reaction was stirred at room temperature overnight. The methanol was evaporated and after extraction with CH2Cl2 the organic layer was dried over MgSO4 then evaporat... Starting materials: FC(C=1C=C(CN(C(C2=CN=C(C=C2C2=C(C=CC=C2)C)I)=O)C)C=C(C1)C(F)(F)F)(F)F (N-(3,5-bis-trifluoromethyl-benzyl)-6-iodo-N-methyl-4-o-tolyl-nicotinamide), N1=CC=C(C=C1)B(O)O (4-pyridylboronic acid), aqueous solution, C([O-])([O-])=O.[Na+].[Na+] (sodium carbonate). The reagents and catalysts are C=1C=CC(=CC1)[P](C=2C=CC=CC2)(C=3C=CC=CC3)[Pd]([P](C=4C=CC=CC4)(C=5C=CC=CC5)C=6C=CC=CC6)([P](C=7C=CC=CC7)(C=8C=CC=CC8)C=9C=CC=CC9)[P](C=1C=CC=CC1)(C=1C=CC=CC1)C=1C=CC=CC1 (tetrakis(triphenylphosphine)palladium(0)). Solvent: C(OC)COC (dimethoxyethane). Run at temperature 90 celsius, time 60 hour. The product is FC(C=1C=C(CN(C(=O)C=2C(=CC(=NC2)C2=CC=NC=C2)C2=C(C=CC=C2)C)C)C=C(C1)C(F)(F)F)(F)F (4-o-Tolyl-[2,4′]bipyridinyl-5-carboxylic acid (3,5-bis-trifluoromethyl-benzyl)-methyl-amide). The yield is 65.5%. As a reaction SMILES: [F:1][C:2]([F:33])([F:32])[C:3]1[CH:4]=[C:5]([CH:25]=[C:26]([C:28]([F:31])([F:30])[F:29])[CH:27]=1)[CH2:6][N:7]([CH3:24])[C:8](=[O:23])[C:9]1[C:14]([C:15]2[CH:20]=[CH:19][CH:18]=[CH:17][C:16]=2[CH3:21])=[CH:13][C:12](I)=[N:11][CH:10]=1.[N:34]1[CH:39]=[CH:38][C:37](B(O)O)=[CH:36][CH:35]=1.C(=O)([O-])[O-].[Na+].[Na+]>C1C=CC([P]([Pd]([P](C2C=CC=CC=2)(C2C=CC=CC=2)C2C=CC=CC=2)([P](C2C=CC=CC=2)(C2C=CC=CC=2)C2C=CC=CC=2)[P](C2C=CC=CC=2)(C2C=CC=CC=2)C2C=CC=CC=2)(C2C=CC=CC=2)C2C=CC=CC=2)=CC=1.C(COC)OC>[F:1][C:2]([F:33])([F:32])[C:3]1[CH:4]=[C:5]([CH:25]=[C:26]([C:28]([F:31])([F:30])[F:29])[CH:27]=1)[CH2:6][N:7]([CH3:24])[C:8]([C:9]1[C:14]([C:15]2[CH:20]=[CH:19][CH:18]=[CH:17][C:16]=2[CH3:21])=[CH:13][C:12]([C:37]2[CH:38]=[CH:39][N:34]=[CH:35][CH:36]=2)=[N:11][CH:10]=1)=[O:23] |f:2.3.4,^1:52,54,73,92|. Procedure details: A mixture of 100 mg (0.173 mmol) N-(3,5-bis-trifluoromethyl-benzyl)-6-iodo-N-methyl-4-o-tolyl-nicotinamide, 21 mg (0.17 mmol) 4-pyridylboronic acid, 5 ml dimethoxyethane and 5 ml of a 2 M aqueous solution of sodium carbonate was deoxygenated by three freeze-thaw cycles. After addition of 20 mg (0.017 mmol) tetrakis(triphenylphosphine)palladium(0) the reaction mixture was stirred at 90° C. for 60 h. Cooling to room temperature was followed by dilution with water and extraction with 3 portions of ... Reactants: [H-].[Na+] (sodium hydride), C(O)([O-])=O.[Na+] (sodium hydrogen carbonate), S(O)(O)(=O)=O (sulfuric acid), C(C=C)#N (Acrylonitrile), Cl (hydrochloric acid), C(C)I (Ethyl iodide), N1=CC=C(C=C1)C(C#N)CC (2-(4-pyridyl)butyronitrile), C(C)C(C#N)(CC)C1=CC=NC=C1 (2-ethyl-2-(4-pyridyl)-butyronitrile), C(C)C(C#N)(CC)C1=CC=NC=C1 (2-ethyl-2-(4-pyridyl) butyronitrile), C(#N)C(CCC#N)(CC)C1=CC=NC=C1 (4-cyano-4-(4-pyridyl)hexanonitrile). Procedure: A solution of potassium cyanide (25 g) in water (133 ml) and of 4-picolyl chloride hydrochloride (30 g) in reagent grade methanol (268 ml) was heated under reflux for 2 hours, concentrated under vacuum, diluted with water (500 ml) and extracted with CHCl3 (4×100 ml). Distillation of the extract afforded a single fraction of 4-pyridylacetonitrile (8.026 g), b.p. 84° C. at 0.15 mm Hg. This was dissolved in dry dimethylformamide (130 ml) and stirred with sodium hydride (3.4 g, 50% w/v dispersion in... The solvent is C(C)(=O)O (acetic acid), C(C)(C)(C)O (t-butanol), C(C)(C)(C)O (t-butanol), O (water), CN(C=O)C (dimethylformamide). Yield: 20.0%. The product is C(C)C1(C(NC(CC1)=O)=O)C1=CC=NC=C1 (3-ethyl-3-(4-pyridyl)-2,6-piperidinedione). Run at time 18 hour. RXN SMILES: [H-].[Na+].C(I)C.N1C=CC(C(CC)C#N)=CC=1.[CH2:17]([C:19]([C:24]1[CH:29]=[CH:28][N:27]=[CH:26][CH:25]=1)([CH2:22][CH3:23])[C:20]#[N:21])[CH3:18].C(#N)C=C.C(C(C1C=CN=CC=1)(CC)CCC#N)#N.S(=O)(=O)(O)[OH:50].Cl.[C:55](=O)([O-])[OH:56].[Na+]>CN(C)C=O.C(O)(C)(C)C.O.C(O)(=O)C>[CH2:17]([C:19]1([C:24]2[CH:29]=[CH:28][N:27]=[CH:26][CH:25]=2)[CH2:22][CH2:23][C:55](=[O:56])[NH:21][C:20]1=[O:50])[CH3:18] |f:0.1,9.10|. The reactants are COC1=CC=C(C=C1)C1OC[C@H]2[C@@H](O1)C[C@@H](C2)N ((4aS,6R,7aS)-2-(4-methoxyphenyl)-hexahydrocyclopenta[d][1,3]dioxin-6-amine), ClC1=NC=NC(=C1)Cl (4,6-dichloropyrimidine), CCN(C(C)C)C(C)C (DIPEA). Solvent: CCO (EtOH). Conditions: temperature 110 celsius. Yields the product ClC1=CC(=NC=N1)N[C@@H]1C[C@@H]2[C@@H](OC(OC2)C2=CC=C(C=C2)OC)C1 (6-Chloro-N-[(4aS,6R,7aS)-2-(4-methoxyphenyl)-hexahydrocyclopenta[d][1,3]dioxin-6-yl]pyrimidin-4-amine). As a reaction SMILES: [CH3:1][O:2][C:3]1[CH:8]=[CH:7][C:6]([CH:9]2[O:14][C@H:13]3[CH2:15][C@H:16]([NH2:18])[CH2:17][C@H:12]3[CH2:11][O:10]2)=[CH:5][CH:4]=1.[Cl:19][C:20]1[CH:25]=[C:24](Cl)[N:23]=[CH:22][N:21]=1.CCN(C(C)C)C(C)C>CCO>[Cl:19][C:20]1[N:21]=[CH:22][N:23]=[C:24]([NH:18][C@H:16]2[CH2:15][C@@H:13]3[O:14][CH:9]([C:6]4[CH:5]=[CH:4][C:3]([O:2][CH3:1])=[CH:8][CH:7]=4)[O:10][CH2:11][C@@H:12]3[CH2:17]2)[CH:25]=1. Reported procedure: A sealed tube containing (4aS,6R,7aS)-2-(4-methoxyphenyl)-hexahydrocyclopenta[d][1,3]dioxin-6-amine (120. mg, 0.481 mmol), 4,6-dichloropyrimidine (143 mg, 0.963 mmol), DIPEA (0.0920 mL, 0.528 mmol) and EtOH (30.0 mL) was heated to 110° C. for 20 h. The cooled mixture was concentrated in vacuo and the residue was purified via silica gel chromatography eluting with a gradient of 0 to 5% MeOH in DCM (120. mg, 69%). LC/MS: Rt=1.74 min, ES+ 362 (AA standard).